From a dataset of the Open Reaction Database (ORD), a public repository of structured organic reaction records. describe an organic reaction: reactants, conditions, products, and yield Reactants: C(=O)(OCC)C1C(CCCC1)=O (2-carboethoxycyclohexanone), O (water), C([O-])([O-])=O.[K+].[K+] (potassium carbonate), BrCC1OCCC1 (2-bromomethyltetrahydrofuran). Reaction conditions: temperature 57.5 celsius, time 17 hour. RXN SMILES: [C:1]([CH:6]1[CH2:11][CH2:10][CH2:9][CH2:8][C:7]1=[O:12])([O:3][CH2:4][CH3:5])=[O:2].C(=O)([O-])[O-].[K+].[K+].Br[CH2:20][CH:21]1[CH2:25][CH2:24][CH2:23][O:22]1.O>[I-].C([N+](CCCC)(CCCC)CCCC)CCC.CN(C=O)C>[O:22]1[CH2:23][CH2:24][CH2:25][CH:21]1[CH2:20][C:6]1([C:1]([O:3][CH2:4][CH3:5])=[O:2])[CH2:11][CH2:10][CH2:9][CH2:8][C:7]1=[O:12] |f:1.2.3,6.7|. The reagents and catalysts are [I-].C(CCC)[N+](CCCC)(CCCC)CCCC (tetrabutylammonium iodide). Run in CN(C)C=O (DMF). Reported procedure: 2-carboethoxycyclohexanone (1 mmol), finely powdered potassium carbonate (2 mmol), 2-bromomethyltetrahydrofuran (1.5 mmol), and tetrabutylammonium iodide (10 mg/mmol) are combined in dry DMF (1.25 mL/mmol) and stirred under N2 at 55 to 60° C. for 16 to 18 hours. The room temperature reaction mixture is poured into water and extracted with Et2O and EtOAc. The combined organics are washed with brine, dried, and stripped of all solvent under reduced pressure to provide 2-tetrahydrofuranylmethyl-2-c... Yields the product O1C(CCC1)CC1(C(CCCC1)=O)C(=O)OCC (2-tetrahydrofuranylmethyl-2-carboethoxycyclohexanone). Starting materials: CC(C)(C)OC(=O)NC(CCC(=O)OCc1ccccc1)C(N)=O, CCOC(C)=O, Cl. Yields the product Cl, NC(=O)C(N)CCC(=O)OCc1ccccc1. RXN SMILES: [C:1]([O:2][C:3](=[O:4])[NH:8][CH:9]([CH2:10][CH2:11][C:12](=[O:13])[O:14][CH2:15][c:16]1[cH:17][cH:18][cH:19][cH:20][cH:21]1)[C:22]([NH2:23])=[O:24])([CH3:5])([CH3:6])[CH3:7].[CH3:26][CH2:27][O:28][C:29](=[O:30])[CH3:31].[ClH:25]>>[ClH:25].[NH2:8][CH:9]([CH2:10][CH2:11][C:12](=[O:13])[O:14][CH2:15][c:16]1[cH:17][cH:18][cH:19][cH:20][cH:21]1)[C:22]([NH2:23])=[O:24]. Starting materials: C(C1=CC=C(C(=O)O)C=C1)(=O)O (terephthalic acid), OS(=O)(=O)O.O=S(=O)=O (oleum), [O-]S(=O)(=O)[O-].[Ca+2] (Drierite), ice, C (charcoal). Reaction conditions: time 7 hour. Procedure details: A 500 ml 3-neck flask equipped with an air condenser (connected to Drierite tube), stirrer and thermometer, was charged with terephthalic acid (100 g), oleum (190 g, 3.76 mol of 27-33%) and mercury (2.7 g). The light brown solution was stirred at 255°-260° C. for 7 hours. The color of the mixture changed to dark brown. The reaction mixture was cooled overnight to room temperature, a precipitate had formed. The mixture was then poured very slowly and portionwise into a beaker of ice cold water, (... As a reaction SMILES: [O-:1][S:2]([O-:5])(=O)=[O:3].[Ca+2].[C:7]([OH:18])(=[O:17])[C:8]1[CH:16]=[CH:15][C:11]([C:12]([OH:14])=[O:13])=[CH:10][CH:9]=1.OS(O)(=O)=O.O=S(=O)=O.C>O.[Hg]>[S:2]([C:15]1[CH:16]=[C:8]([C:7]([OH:18])=[O:17])[CH:9]=[CH:10][C:11]=1[C:12]([OH:14])=[O:13])([OH:5])(=[O:3])=[O:1] |f:0.1,3.4|. The solvent is O (H2O). The reagents and catalysts are [Hg] (mercury). Yields the product S(=O)(=O)(O)C1=C(C(=O)O)C=CC(=C1)C(=O)O (2-Sulfoterephthalic acid). The reactants are CN1C2=CC=CC=C2C=2C=CC=CC12 (N-methyl carbazole), S(=O)(=O)(C)O[C@@H]1[C@H]([C@@H](O[C@@H]1COC(=O)OC)N1C(=O)NC(=O)C(C)=C1)OC(C1=CC(=CC=C1)C(F)(F)F)=O (1-(3-O-mesyl-5-O-(methoxycarbonyl)-2-O-(m-trifluoromethyl-benzoyl)-β-D-xylofuranosyl)thymine). Run in C(C)(C)O (isopropyl alcohol). Reaction conditions: time 20 hour. Product: S(=O)(=O)(C)O[C@@H]1C[C@@H](O[C@@H]1COC(=O)OC)N1C(=O)NC(=O)C(C)=C1 (1-[2-deoxy-3-O-mesyl-5-O-methoxycarbonyl-β-D-threo-pentofuranosyl]thymine). The yield is 68.9%. As a reaction SMILES: CN1C2C=CC=CC=2C2C1=CC=CC=2.[S:15]([O:19][C@H:20]1[C@@H:24]([CH2:25][O:26][C:27]([O:29][CH3:30])=[O:28])[O:23][C@@H:22]([N:31]2[CH:39]=[C:37]([CH3:38])[C:35](=[O:36])[NH:34][C:32]2=[O:33])[C@@H:21]1OC(=O)C1C=CC=C(C(F)(F)F)C=1)([CH3:18])(=[O:17])=[O:16]>C(O)(C)C>[S:15]([O:19][C@H:20]1[C@@H:24]([CH2:25][O:26][C:27]([O:29][CH3:30])=[O:28])[O:23][C@@H:22]([N:31]2[CH:39]=[C:37]([CH3:38])[C:35](=[O:36])[NH:34][C:32]2=[O:33])[CH2:21]1)([CH3:18])(=[O:16])=[O:17]. Procedure: A 500 mL pyrex photochemical reaction vessel equipped with a nitrogen inlet, magnetic stirrer, reflux condenser, quartz immersion well and a 450 watt medium pressure mercury-vapor immersion lamp surrounded by a uranium absorption sleeve was charged with 90% aqueous isopropyl alcohol (500 mL), N-methyl carbazole (1.46 g, 8.05 mmoles) and 1-(3-O-mesyl-5-O-(methoxycarbonyl)-2-O-(m-trifluoromethyl-benzoyl)-β-D-xylofuranosyl)thymine (3.80 g, 6.71 mmoles) from Example A3. After bubbling nitrogen throu... Conditions: time 72 hour. Yield: 100.0%. Starting materials: N1C=NC=C1 (Imidazole), OS(=O)(=O)O (H2SO4), C(CCCCCCCCCCCCCCC)OCC(O)CO ((±)-1-O-Hexadecylglycerol), [Si](C)(C)(C(C)(C)C)Cl (tert-butyl dimethylsilyl chloride). Procedure details: Compound 2a (2.297 g, 7.26 mmol) was dissolved in anhydrous pyridine (20 mL) at RT under argon. Imidazole (1.02 g, 14.52 mmol) in anhydrous pyridine (10 mL) was then added followed by tert-butyl dimethylsilyl chloride (TBDMS-Cl, 2.25 g, 14.52 mmol) in anhydrous pyridine (20 mL). The reaction mixture was stirred at RT for 72 hours, poured into 0.5 M H2SO4 (150 mL) and extracted with diethyl ether (100 mL, 3×). The extract was washed successively with saturated aqueous NaHCO3 (100 mL) and water (1... Product: [Si](C)(C)(C(C)(C)C)OCC(O)COCCCCCCCCCCCCCCCC ((±)-1-O-(tert-Butyldimethylsilyl)-3-O-hexadecylglycerol). Run in N1=CC=CC=C1 (pyridine), N1=CC=CC=C1 (pyridine), N1=CC=CC=C1 (pyridine). Reaction SMILES: [CH2:1]([O:17][CH2:18][CH:19]([CH2:21][OH:22])[OH:20])[CH2:2][CH2:3][CH2:4][CH2:5][CH2:6][CH2:7][CH2:8][CH2:9][CH2:10][CH2:11][CH2:12][CH2:13][CH2:14][CH2:15][CH3:16].N1C=CN=C1.[Si:28](Cl)([C:31]([CH3:34])([CH3:33])[CH3:32])([CH3:30])[CH3:29].OS(O)(=O)=O>N1C=CC=CC=1>[Si:28]([O:22][CH2:21][CH:19]([CH2:18][O:17][CH2:1][CH2:2][CH2:3][CH2:4][CH2:5][CH2:6][CH2:7][CH2:8][CH2:9][CH2:10][CH2:11][CH2:12][CH2:13][CH2:14][CH2:15][CH3:16])[OH:20])([C:31]([CH3:34])([CH3:33])[CH3:32])([CH3:30])[CH3:29]. Starting materials: [Si](C)(C)(C(C)(C)C)OCCCCNC1=C(C=NC2=CC=CC=C12)N (N4-[4-(tert-butyldimethylsilanyloxy)butyl]quinoline-3,4-diamine), C(CCCC)(OC)(OC)OC (trimethyl orthovalerate). Run in C1(=CC=CC=C1)C (toluene). Product: C(CCC)C=1N(C2=C(C=NC=3C=CC=CC23)N1)CCCCO[Si](C)(C)C(C)(C)C (2-butyl-1-[4-(tert-butyldimethylsilanyloxy)butyl]-1H-imidazo[4,5-c]quinoline). As a reaction SMILES: [Si:1]([O:8][CH2:9][CH2:10][CH2:11][CH2:12][NH:13][C:14]1[C:23]2[C:18](=[CH:19][CH:20]=[CH:21][CH:22]=2)[N:17]=[CH:16][C:15]=1[NH2:24])([C:4]([CH3:7])([CH3:6])[CH3:5])([CH3:3])[CH3:2].[C:25](OC)(OC)(OC)[CH2:26][CH2:27][CH2:28][CH3:29]>C1(C)C=CC=CC=1>[CH2:26]([C:25]1[N:13]([CH2:12][CH2:11][CH2:10][CH2:9][O:8][Si:1]([C:4]([CH3:7])([CH3:6])[CH3:5])([CH3:3])[CH3:2])[C:14]2[C:23]3[CH:22]=[CH:21][CH:20]=[CH:19][C:18]=3[N:17]=[CH:16][C:15]=2[N:24]=1)[CH2:27][CH2:28][CH3:29]. Procedure: A solution of N4-[4-(tert-butyldimethylsilanyloxy)butyl]quinoline-3,4-diamine (62.9 g, 182 mmol) and trimethyl orthovalerate (45.2 g, 278 mmol) in toluene (200 mL) was heated at reflux for 2 hours and then concentrated under reduced pressure to provide 2-butyl-1-[4-(tert-butyldimethylsilanyloxy)butyl]-1H-imidazo[4,5-c]quinoline as an oil that was used directly in the next step without further purification. Reactants: C1(=CC=CC=C1)B(O)O (Phenylboronic acid), BrC=1C=C(OC1)C=O (4-bromofuran-2-carbaldehyde), C([O-])([O-])=O.[Na+].[Na+] (sodium carbonate). The reagents and catalysts are C=1C=CC(=CC1)[P](C=2C=CC=CC2)(C=3C=CC=CC3)[Pd]([P](C=4C=CC=CC4)(C=5C=CC=CC5)C=6C=CC=CC6)([P](C=7C=CC=CC7)(C=8C=CC=CC8)C=9C=CC=CC9)[P](C=1C=CC=CC1)(C=1C=CC=CC1)C=1C=CC=CC1 (tetrakis(triphenylphosphine)palladium(0)). Solvent: O (water), CN(C=O)C (N,N-dimethylformamide). Conditions: temperature 110 celsius. Product: C1(=CC=CC=C1)C=1C=C(OC1)C=O (4-phenyl-2-furaldehyde). Yield: 78.8%. RXN SMILES: [C:1]1(B(O)O)[CH:6]=[CH:5][CH:4]=[CH:3][CH:2]=1.Br[C:11]1[CH:12]=[C:13]([CH:16]=[O:17])[O:14][CH:15]=1.C(=O)([O-])[O-].[Na+].[Na+]>CN(C)C=O.O.C1C=CC([P]([Pd]([P](C2C=CC=CC=2)(C2C=CC=CC=2)C2C=CC=CC=2)([P](C2C=CC=CC=2)(C2C=CC=CC=2)C2C=CC=CC=2)[P](C2C=CC=CC=2)(C2C=CC=CC=2)C2C=CC=CC=2)(C2C=CC=CC=2)C2C=CC=CC=2)=CC=1>[C:1]1([C:11]2[CH:12]=[C:13]([CH:16]=[O:17])[O:14][CH:15]=2)[CH:6]=[CH:5][CH:4]=[CH:3][CH:2]=1 |f:2.3.4,^1:33,35,54,73|. Reported procedure: Phenylboronic acid (1.46 g) was added to a stirred mixture of 4-bromofuran-2-carbaldehyde (2.00 g) and tetrakis(triphenylphosphine)palladium(0) (0.396 g) in N,N-dimethylformamide (57 mL) and a solution of sodium carbonate (3.03 g) in water (7 mL). The reaction was heated at 110° C. overnight. The resulting mixture was filtered and the filtrate was partitioned between water and diethyl ether. The layers were separated and the aqueous phase was extracted with diethyl ether. The organics were combi... Reactants: C(#N)C1=CC=2C3=C(N(C2C=N1)COCC[Si](C)(C)C)N=CC=C3N3C[C@H](CC3)NC(OC(C)(C)C)=O ((S)-tert-butyl 1-(6-cyano-9-((2-(trimethylsilyl)ethoxy)methyl)-9H-dipyrido[2,3-b;4′,3′-d]pyrrol-4-yl)pyrrolidin-3-ylcarbamate), FC(C(=O)O)(F)F (trifluoroacetic acid). Run in C(Cl)Cl (methylene chloride). Reaction conditions: time 10 minute. Product: N[C@@H]1CN(CC1)C1=CC=NC=2N(C3=C(C21)C=C(N=C3)C#N)COCC[Si](C)(C)C ((S)-4-(3-aminopyrrolidin-1-yl)-9-((2-(trimethylsilyl)ethoxy)methyl)-9H-dipyrido[2,3-b;4′,3′-d]pyrrole-6-carbonitrile). Reaction SMILES: [C:1]([C:3]1[N:11]=[CH:10][C:9]2[N:8]([CH2:12][O:13][CH2:14][CH2:15][Si:16]([CH3:19])([CH3:18])[CH3:17])[C:7]3[N:20]=[CH:21][CH:22]=[C:23]([N:24]4[CH2:28][CH2:27][C@H:26]([NH:29]C(=O)OC(C)(C)C)[CH2:25]4)[C:6]=3[C:5]=2[CH:4]=1)#[N:2].FC(F)(F)C(O)=O>C(Cl)Cl>[NH2:29][C@H:26]1[CH2:27][CH2:28][N:24]([C:23]2[C:6]3[C:5]4[CH:4]=[C:3]([C:1]#[N:2])[N:11]=[CH:10][C:9]=4[N:8]([CH2:12][O:13][CH2:14][CH2:15][Si:16]([CH3:19])([CH3:18])[CH3:17])[C:7]=3[N:20]=[CH:21][CH:22]=2)[CH2:25]1. Procedure details: To a solution of (S)-tert-butyl 1-(6-cyano-9-((2-(trimethylsilyl)ethoxy)methyl)-9H-dipyrido[2,3-b;4′,3′-d]pyrrol-4-yl)pyrrolidin-3-ylcarbamate (401 mg, 0.79 mmol) in methylene chloride (9.0 mL) was added trifluoroacetic acid (9.0 mL), and the mixture was stirred at ambient temperature for 10 minutes. The solvent was evaporated in vacuo, and the resulting residue was dissolved in methylene chloride and treated with a solution of saturated aqueous sodium bicarbonate solution. The organic layer was...